Dataset: the Open Reaction Database (ORD), a public repository of structured organic reaction records. Task: describe an organic reaction: reactants, conditions, products, and yield Starting materials: C(C1=CC=CC=C1)N1C(=C(C2=CC(=CC=C12)Br)C(C(=O)O)=O)CO ([1-benzyl-5-bromo-2-(hydroxymethyl)-1H-indol-3-yl](oxo)acetic acid), C(C1=CC=CC=C1)N1C(=C(C2=CC(=CC=C12)Br)C(C(=O)O)=O)CO ([1-benzyl-5-bromo-2-(hydroxymethyl)-1H-indol-3-yl](oxo)acetic acid), [K] (potassium), ClC1=CC=C(C=C1)B(O)O (4-Chlorophenylboronic acid), C([O-])([O-])=O.[K+].[K+] (potassium carbonate). The reagents and catalysts are [Br-].C(CCC)[N+](CCCC)(CCCC)CCCC (tetrabutylammonium bromide), C(C)(=O)[O-].[Pd+2].C(C)(=O)[O-] (palladium(II) acetate). Run in O1CCOCC1 (dioxane), O (water). Reaction conditions: temperature 70 celsius. Product: C(C1=CC=CC=C1)N1C2=C(C3=CC(=CC=C13)C1=CC=C(C=C1)Cl)C(C(OC2)=O)=O (9-Benzyl-6-(4-chlorophenyl)-1,9-dihydropyrano[3,4-b]indole-3,4-dione). As a reaction SMILES: [CH2:1]([N:8]1[C:16]2[C:11](=[CH:12][C:13](Br)=[CH:14][CH:15]=2)[C:10]([C:18](=[O:22])[C:19]([OH:21])=[O:20])=[C:9]1[CH2:23]O)[C:2]1[CH:7]=[CH:6][CH:5]=[CH:4][CH:3]=1.[K].[Cl:26][C:27]1[CH:32]=[CH:31][C:30](B(O)O)=[CH:29][CH:28]=1.C(=O)([O-])[O-].[K+].[K+]>[Br-].C([N+](CCCC)(CCCC)CCCC)CCC.O1CCOCC1.O.C([O-])(=O)C.[Pd+2].C([O-])(=O)C>[CH2:1]([N:8]1[C:16]2[C:11](=[CH:12][C:13]([C:30]3[CH:31]=[CH:32][C:27]([Cl:26])=[CH:28][CH:29]=3)=[CH:14][CH:15]=2)[C:10]2[C:18](=[O:22])[C:19](=[O:20])[O:21][CH2:23][C:9]1=2)[C:2]1[CH:7]=[CH:6][CH:5]=[CH:4][CH:3]=1 |f:3.4.5,6.7,10.11.12,^1:24|. Reported procedure: A mixture of [1-benzyl-5-bromo-2-(hydroxymethyl)-1H-indol-3-yl](oxo)acetic acid, potassium salt (3.15 g, 7.4 mmol), 4-Chlorophenylboronic acid (1.74 g, 2.6 mmol), potassium carbonate (2.55 g, 13.7 mmol), palladium(II) acetate (0.032 g) and tetrabutylammonium bromide (2.4 g, 7.4 mmol) in 15% dioxane in water (45 mL) was stirred at 70° C. The reaction was monitored by TLC. After no [1-benzyl-5-bromo-2-(hydroxymethyl)-1H-indol-3-yl](oxo)acetic acid, was detected by TLC, the reaction was cooled down... Procedure: 49.4 g of potassium tert.butoxide in 350 ml of tert.butanol were stirred and heated under reflux under nitrogen. A mixture of 36.4 ml of isobutyraldehyde and 83.2 ml of diethyl succinate was added over a period of 0.25 hour and the mixture was heated under reflux for 1.5 hours. The solution was evaporated to a small volume, acidified with 2N hydrochloric acid and the evaporation was continued. The residue, diluted with water, was extracted three times with 300 ml of diethyl ether each time and t... The reagents and catalysts are [Pd] (palladium/carbon). The solvent is C(C)O (ethanol), C(C)(C)(C)O (tert.butanol). Reactants: C(C(C)C)=O (isobutyraldehyde), C(CCC(=O)OCC)(=O)OCC (diethyl succinate), CC(C)([O-])C.[K+] (potassium tert.butoxide). The product is C(C(C)C)C(C(=O)OCC)CC(=O)O (1-ethyl hydrogen 2(RS)-isobutylsuccinate). Reaction SMILES: [CH3:1][C:2]([CH3:5])([O-])[CH3:3].[K+].C(=O)C(C)C.[C:12]([O:21]CC)(=[O:20])[CH2:13][CH2:14][C:15]([O:17][CH2:18][CH3:19])=[O:16]>C(O)(C)(C)C.C(O)C.[Pd]>[CH2:1]([CH:14]([CH2:13][C:12]([OH:21])=[O:20])[C:15]([O:17][CH2:18][CH3:19])=[O:16])[CH:2]([CH3:5])[CH3:3] |f:0.1|. The reactants are C[C@H]1NCCC1 ((2R)-2-methylpyrrolidine), C([O-])([O-])=O.[Cs+].[Cs+] (cesium carbonate), ClCCOC1=CC=C(C=C1)I (1-(2-chloroethoxy)-4-iodobenzene). Run in C(C)#N (acetonitrile). Reaction conditions: temperature 100 celsius, time 9 hour. Yields the product IC1=CC=C(OCCN2[C@@H](CCC2)C)C=C1 ((2R)-1-[2-(4-iodophenoxy)ethyl]-2-methylpyrrolidine). The yield is 78.0%. Reaction SMILES: [CH3:1][C@@H:2]1[CH2:6][CH2:5][CH2:4][NH:3]1.C(=O)([O-])[O-].[Cs+].[Cs+].Cl[CH2:14][CH2:15][O:16][C:17]1[CH:22]=[CH:21][C:20]([I:23])=[CH:19][CH:18]=1>C(#N)C>[I:23][C:20]1[CH:21]=[CH:22][C:17]([O:16][CH2:15][CH2:14][N:3]2[CH2:4][CH2:5][CH2:6][C@H:2]2[CH3:1])=[CH:18][CH:19]=1 |f:1.2.3|. Procedure details: To a suspension of (2R)-2-methylpyrrolidine (0.60 g) and cesium carbonate (1.2 g) in acetonitrile (3 mL), 1-(2-chloroethoxy)-4-iodobenzene obtained in Example 60-(1) (0.87 g) was added and the mixture was heated to 100° C., at which it was stirred for 9 hours. The reaction mixture was cooled to room temperature and filtered to remove insoluble materials, and the filtrate was concentrated under reduced pressure. The resulting residue was purified by NH-type silica gel column chromatography (eluti... The reactants are FC=1C=CC(=C2CC[C@H](C12)OC1=CC2=C([C@@H](CO2)CC(=O)OC)C=C1)B1OC(C(O1)(C)C)(C)C (methyl 2-((S)-6-((R)-7-fluoro-4-(4,4,5,5-tetramethyl-1,3,2-dioxaborolan-2-yl)-2,3-dihydro-1H-inden-1-yloxy)-2,3-dihydrobenzofuran-3-yl)acetate), BrC1=C(C=C(OCCC(C)(O)C)C=C1C)C (4-(4-bromo-3,5-dimethylphenoxy)-2-methylbutan-2-ol), Intermediate 1. Yields the product FC=1C=CC(=C2CC[C@H](C12)OC1=CC2=C([C@@H](CO2)CC(=O)OC)C=C1)C1=C(C=C(C=C1C)OCCC(C)(C)O)C (Methyl 2-((S)-6-((R)-7-fluoro-4-(4-(3-hydroxy-3-methylbutoxy)-2,6-dimethylphenyl)-2,3-dihydro-1H-inden-1-yloxy)-2,3-dihydrobenzofuran-3-yl)acetate). RXN SMILES: [F:1][C:2]1[CH:3]=[CH:4][C:5](B2OC(C)(C)C(C)(C)O2)=[C:6]2[C:10]=1[C@H:9]([O:11][C:12]1[CH:25]=[CH:24][C:15]3[C@H:16]([CH2:19][C:20]([O:22][CH3:23])=[O:21])[CH2:17][O:18][C:14]=3[CH:13]=1)[CH2:8][CH2:7]2.Br[C:36]1[C:48]([CH3:49])=[CH:47][C:39]([O:40][CH2:41][CH2:42][C:43]([CH3:46])([OH:45])[CH3:44])=[CH:38][C:37]=1[CH3:50]>>[F:1][C:2]1[CH:3]=[CH:4][C:5]([C:36]2[C:48]([CH3:49])=[CH:47][C:39]([O:40][CH2:41][CH2:42][C:43]([OH:45])([CH3:44])[CH3:46])=[CH:38][C:37]=2[CH3:50])=[C:6]2[C:10]=1[C@H:9]([O:11][C:12]1[CH:25]=[CH:24][C:15]3[C@H:16]([CH2:19][C:20]([O:22][CH3:23])=[O:21])[CH2:17][O:18][C:14]=3[CH:13]=1)[CH2:8][CH2:7]2. Reported procedure: The title compound is prepared from methyl 2-((S)-6-((R)-7-fluoro-4-(4,4,5,5-tetramethyl-1,3,2-dioxaborolan-2-yl)-2,3-dihydro-1H-inden-1-yloxy)-2,3-dihydrobenzofuran-3-yl)acetate and 4-(4-bromo-3,5-dimethylphenoxy)-2-methylbutan-2-ol following a procedure analogous to that described in Step 5 of Intermediate 1. LC (method 4): tR=1.90 min; Mass spectrum (ESI+): m/z=571 [M+Na]+. Reactants: O1CC(=CC2=C1C=CC=C2)S(=O)(=O)N2CCN(CC2)C(=O)OC(C)(C)C (1-(2H-Benzopyrane-3-sulfonyl)-4-(tert-butoxycarbonyl)piperazine), Cl (hydrochloric acid). The solvent is C(C)(=O)OCC (ethyl acetate). Yields the product Cl.O1CC(=CC2=C1C=CC=C2)S(=O)(=O)N2CCNCC2 (1-(2H-Benzopyrane-3-sulfonyl)piperazine hydrochloride). RXN SMILES: [O:1]1[C:6]2[CH:7]=[CH:8][CH:9]=[CH:10][C:5]=2[CH:4]=[C:3]([S:11]([N:14]2[CH2:19][CH2:18][N:17](C(OC(C)(C)C)=O)[CH2:16][CH2:15]2)(=[O:13])=[O:12])[CH2:2]1.[ClH:27]>C(OCC)(=O)C>[ClH:27].[O:1]1[C:6]2[CH:7]=[CH:8][CH:9]=[CH:10][C:5]=2[CH:4]=[C:3]([S:11]([N:14]2[CH2:19][CH2:18][NH:17][CH2:16][CH2:15]2)(=[O:13])=[O:12])[CH2:2]1 |f:3.4|. Reported procedure: 1-(2H-Benzopyrane-3-sulfonyl)-4-(tert-butoxycarbonyl)piperazine was treated with 4N hydrochloric acid in ethyl acetate to give a colorless solid of the title compound. Reactants: OCC1=CC=2NC([C@H]3N(C2N=C1)CCC3)=O ((S)-3-(hydroxymethyl)-6a,7,8,9-tetrahydropyrido[3,2-e]pyrrolo[1,2-a]pyrazin-6(5H)-one), C(C)(C)N(C(C)C)CC (N,N-diisopropylethylamine), FC=1C=C(C#N)C=CC1N1CCNCC1 (3-fluoro-4-(piperazin-1-yl)benzonitrile), [I-].C(#N)C[P+](C)(C)C ((cyanomethyl)trimethylphosphonium iodide). Solvent: C(CC)#N (propionitrile), CS(=O)C (DMSO). Reaction conditions: temperature 90 celsius. The product is FC=1C=C(C#N)C=CC1N1CCN(CC1)CC1=CC=2NC([C@H]3N(C2N=C1)CCC3)=O ((S)-3-fluoro-4-(4-((6-oxo-5,6,6a,7,8,9-hexahydropyrido[3,2-e]pyrrolo[1,2-a]pyrazin-3-yl)methyl)piperazin-1-yl)benzonitrile). The yield is 21.6%. Reaction SMILES: O[CH2:2][C:3]1[CH:12]=[N:11][C:10]2[N:9]3[CH2:13][CH2:14][CH2:15][C@H:8]3[C:7](=[O:16])[NH:6][C:5]=2[CH:4]=1.[F:17][C:18]1[CH:19]=[C:20]([CH:23]=[CH:24][C:25]=1[N:26]1[CH2:31][CH2:30][NH:29][CH2:28][CH2:27]1)[C:21]#[N:22].[I-].C(C[P+](C)(C)C)#N.C(N(CC)C(C)C)(C)C>C(#N)CC.CS(C)=O>[F:17][C:18]1[CH:19]=[C:20]([CH:23]=[CH:24][C:25]=1[N:26]1[CH2:31][CH2:30][N:29]([CH2:2][C:3]2[CH:12]=[N:11][C:10]3[N:9]4[CH2:13][CH2:14][CH2:15][C@H:8]4[C:7](=[O:16])[NH:6][C:5]=3[CH:4]=2)[CH2:28][CH2:27]1)[C:21]#[N:22] |f:2.3|. Procedure details: (S)-3-(hydroxymethyl)-6a,7,8,9-tetrahydropyrido[3,2-e]pyrrolo[1,2-a]pyrazin-6(5H)-one (150 mg, 0.684 mmol), 3-fluoro-4-(piperazin-1-yl)benzonitrile (140 mg, 0.684 mmol), (cyanomethyl)trimethylphosphonium iodide (249 mg, 1.026 mmol) and N,N-diisopropylethylamine (0.597 ml, 3.42 mmol) were suspended in propionitrile (2 ml) and heated in a closed vial at 90° C. for 2 h. The reaction mixture became a clear dark brown solution. It was cooled to room temperature, diluted with DMSO (2 mL) and purified ... The reactants are CC(C)(C)OC(=O)NC1(c2ccc(-c3c(Br)nc4n3-c3cccnc3Nc3ccccc3-4)cc2)CCC1, CCCC[Sn](CCCC)(CCCC)c1nc2ccccc2s1, [Cs+], [F-], C1COCCO1, O. Product: CC(C)(C)OC(=O)NC1(c2ccc(-c3c(-c4nc5ccccc5s4)nc4n3-c3cccnc3Nc3ccccc3-4)cc2)CCC1. Reaction SMILES: [Br:1][c:2]1[n:3][c:4]2[n:5]([c:19]1-[c:20]1[cH:21][cH:22][c:23]([C:26]3([NH:30][C:31]([O:32][C:33]([CH3:34])([CH3:35])[CH3:36])=[O:37])[CH2:27][CH2:28][CH2:29]3)[cH:24][cH:25]1)-[c:6]1[c:7]([n:15][cH:16][cH:17][cH:18]1)[NH:8][c:9]1[c:10]-2[cH:11][cH:12][cH:13][cH:14]1.[CH2:38]([Sn:39]([CH2:40][CH2:41][CH2:42][CH3:52])([c:43]1[s:44][c:45]2[c:46]([n:47]1)[cH:48][cH:49][cH:50][cH:51]2)[CH2:53][CH2:54][CH2:55][CH3:56])[CH2:57][CH2:58][CH3:59].[Cs+:61].[F-:60].[O:62]1[CH2:63][CH2:64][O:65][CH2:66][CH2:67]1.[OH2:68]>>[c:2]1(-[c:43]2[s:44][c:45]3[c:46]([n:47]2)[cH:48][cH:49][cH:50][cH:51]3)[n:3][c:4]2[n:5]([c:19]1-[c:20]1[cH:21][cH:22][c:23]([C:26]3([NH:30][C:31]([O:32][C:33]([CH3:34])([CH3:35])[CH3:36])=[O:37])[CH2:27][CH2:28][CH2:29]3)[cH:24][cH:25]1)-[c:6]1[c:7]([n:15][cH:16][cH:17][cH:18]1)[NH:8][c:9]1[c:10]-2[cH:11][cH:12][cH:13][cH:14]1. Reactants: Compound 76, C(C)C(CC)NO (N-(1-ethylpropyl)hydroxylamine), C(C1=CC=CC=C1)C1=CC=C(C(=O)O)C=C1 (4-benzylbenzoic acid), [N-]=C=O (isocyanate). Product: ON(C(=O)NC1=CC=C(C=C1)CC1=CC=CC=C1)C(CC)CC (1-Hydroxy-1-(1-ethylpropyl)-3-(4-benzylphenyl)urea). RXN SMILES: [CH2:1]([C:8]1[CH:16]=[CH:15][C:11](C(O)=O)=[CH:10][CH:9]=1)[C:2]1[CH:7]=[CH:6][CH:5]=[CH:4][CH:3]=1.[N-:17]=[C:18]=[O:19].[CH2:20]([CH:22]([NH:25][OH:26])[CH2:23][CH3:24])[CH3:21]>>[OH:26][N:25]([CH:22]([CH2:23][CH3:24])[CH2:20][CH3:21])[C:18]([NH:17][C:11]1[CH:10]=[CH:9][C:8]([CH2:1][C:2]2[CH:3]=[CH:4][CH:5]=[CH:6][CH:7]=2)=[CH:16][CH:15]=1)=[O:19]. Procedure: Using the method of Compound 76, 4-benzylbenzoic acid (1.93 g, 9 mmole) was converted to the corresponding isocyanate then reacted with N-(1-ethylpropyl)hydroxylamine (1.4 g, 14 mmole) to provide 1.9 g of the desired product as off-white crystals, m.p. 132.5°-134.1° C. Analysis: Calculated for C19H24N2O2 : %C, 73.05; %H, 7.74; %N, 8.97; Found: %C, 72.82; %H, 7.82; %N, 8.79. The reactants are C(C)O (ethanol), NC1[C@@H]2N(C(=C(CS2)Cl)C(=O)OCC2=CC=C(C=C2)[N+](=O)[O-])C1=O (p-nitrobenzyl 7-amino-3-chloro-3-cephem-4-carboxylate), Cl (HCl), C(C)O (ethanol), KHCO3. Reagents/catalysts: [Fe] (Iron). Run in O (water), O (water). Conditions: time 1 hour. The product is NC1[C@@H]2N(C(=C(CS2)Cl)C(=O)O)C1=O (7-AMINO-3-CHLORO-3-CEPHEM-4-CARBOXYLIC ACID). Yield: 66.3%. As a reaction SMILES: C(O)C.[NH2:4][CH:5]1[C:26](=[O:27])[N:7]2[C:8]([C:13]([O:15]CC3C=CC([N+]([O-])=O)=CC=3)=[O:14])=[C:9]([Cl:12])[CH2:10][S:11][C@H:6]12.Cl>[Fe].O>[NH2:4][CH:5]1[C:26](=[O:27])[N:7]2[C:8]([C:13]([OH:15])=[O:14])=[C:9]([Cl:12])[CH2:10][S:11][C@H:6]12. Reported procedure: To a mixture of ethanol (240 ml) and water (50 ml), p-nitrobenzyl 7-amino-3-chloro-3-cephem-4-carboxylate (20 gm) was added. Iron powder (20 gm) was charged at 30° C., followed by the addition of concentrated HCl (25 ml) in an ethanol (930 ml) and water (5.0 ml) mixture over a period of 15 minutes. The reaction mixture was stirred for 1 hour. After completion of the reaction, aq. KHCO3 was added to bring the pH to 8.0, followed by the addition of activated carbon. After stirring for 10 minutes, ...